Task: describe an organic reaction: reactants, conditions, products, and yield. Dataset: the Open Reaction Database (ORD), a public repository of structured organic reaction records The reactants are [BH4-].[Na+] (sodium borohydride), C(C)(=O)C1=CC=C(C#N)C=C1 (4-Acetylbenzonitrile), NCC(=O)OC(C)(C)C (tert-butyl glycinate), CC(=O)O (AcOH). Run in C1(=CC=CC=C1)C (toluene). Conditions: temperature 0 celsius. The product is C(#N)C=1C=C(C=CC1)C(C)NCC(=O)OC(C)(C)C (tert-butyl N-[1-(3-cyanophenyl)ethyl]glycinate). Yield: 80.9%. As a reaction SMILES: C([C:4]1[CH:11]=[CH:10][C:7]([C:8]#[N:9])=[CH:6][CH:5]=1)(=O)C.[NH2:12][CH2:13][C:14]([O:16][C:17]([CH3:20])([CH3:19])[CH3:18])=[O:15].[CH3:21][C:22](O)=O.[BH4-].[Na+]>C1(C)C=CC=CC=1>[C:8]([C:7]1[CH:10]=[C:11]([CH:21]([NH:12][CH2:13][C:14]([O:16][C:17]([CH3:20])([CH3:19])[CH3:18])=[O:15])[CH3:22])[CH:4]=[CH:5][CH:6]=1)#[N:9] |f:3.4|. Procedure: 4-Acetylbenzonitrile (1.0 g; 6.9 mmol) and tert-butyl glycinate (1.2 g; 9.0 mmol) were dissolved in toluene (20 mL). The mixture was stirred at reflux with a Dean-Stark trap. AcOH (207 μL; 3.4 mmol) was added and the mixture was further heated overnight. Solvents were evaporated. The crude was dissolved in MeOH (35 mL). The solution was cooled down to 0° C. and sodium borohydride (781 mg; 21 mmol) was added in portions. The reaction was stirred at 0° C. for 1 h and was let stirred at RT overnigh...